The task is: describe an organic reaction: reactants, conditions, products, and yield. This data is from the Open Reaction Database (ORD), a public repository of structured organic reaction records. The reactants are COC(C1=CN=C(C=C1)NC(CSC1N(C(C(=C1C)C)=O)CC1=CC=C(C=C1)OC)=O)=O (6-{2-[1-(4-Methoxybenzyl)-3,4-dimethyl-5-oxo-2,5-dihydro-1H-pyrrol-2-ylsulfanyl]-acetylamino}-nicotinic acid methyl ester), NC1=NC=CN=C1 (2-aminopyrazine). The product is COC1=CC=C(CN2C(C(=C(C2=O)C)C)SCC(=O)NC2=NC=CN=C2)C=C1 (2-[1-(4-Methoxy-benzyl)-3,4-dimethyl-5-oxo-2,5-dihydro-1H-pyrrol-2-ylsulfanyl]-N-pyrazin-2-yl-acetamide). Reported procedure: The product from Example 1, Part C (200 mg, 0.6 mmol) and 2-aminopyrazine (89 mg, 0.9 mmol) were reacted as described in Example 5. After evaporation of the reaction solvent the residue was partitioned between water and EtOAc, and the organic phase was washed with EtOAc. The combined organics were washed with brine, dried (Na2SO4), filtered, and evaporated. The title compound was obtained as a tan solid by silica gel chromatography. 1H NMR (400 MHz, CDCl3) δ 9.48 (s, 1H), 8.70 (br s, 1H), 8.36 (... Reaction SMILES: COC(=O)[C:4]1C=[CH:8][C:7]([NH:10][C:11](=[O:31])[CH2:12][S:13][CH:14]2[C:18]([CH3:19])=[C:17]([CH3:20])[C:16](=[O:21])[N:15]2[CH2:22][C:23]2[CH:28]=[CH:27][C:26]([O:29][CH3:30])=[CH:25][CH:24]=2)=[N:6][CH:5]=1.[NH2:33]C1C=NC=CN=1>>[CH3:30][O:29][C:26]1[CH:27]=[CH:28][C:23]([CH2:22][N:15]2[C:16](=[O:21])[C:17]([CH3:20])=[C:18]([CH3:19])[CH:14]2[S:13][CH2:12][C:11]([NH:10][C:7]2[CH:8]=[N:33][CH:4]=[CH:5][N:6]=2)=[O:31])=[CH:24][CH:25]=1. The reactants are CC(C)(C)OC(=O)N1CC2CC1CN2, CC(=O)O[BH-](OC(C)=O)OC(C)=O, CCc1nc2ccccc2n1-c1nc(N2CCOCC2)c2nc(C=O)n(C)c2n1, [Na+]. Yields the product CCc1nc2ccccc2n1-c1nc(N2CCOCC2)c2nc(CN3CC4CC3CN4C(=O)OC(C)(C)C)n(C)c2n1. RXN SMILES: [C:30]([CH3:31])([CH3:32])([CH3:33])[O:34][C:35](=[O:36])[N:37]1[CH:38]2[CH2:39][NH:40][CH:41]([CH2:42]1)[CH2:43]2.[C:44]([O:45][BH-:46]([O:47][C:48](=[O:49])[CH3:50])[O:51][C:52](=[O:53])[CH3:54])(=[O:55])[CH3:56].[CH2:1]([CH3:2])[c:3]1[n:4][c:5]2[c:6]([n:7]1-[c:8]1[n:9][c:10]([N:20]3[CH2:21][CH2:22][O:23][CH2:24][CH2:25]3)[c:11]3[n:12][c:13]([CH:18]=[O:19])[n:14]([CH3:17])[c:15]3[n:16]1)[cH:26][cH:27][cH:28][cH:29]2.[Na+:57]>>[CH2:1]([CH3:2])[c:3]1[n:4][c:5]2[c:6]([n:7]1-[c:8]1[n:9][c:10]([N:20]3[CH2:21][CH2:22][O:23][CH2:24][CH2:25]3)[c:11]3[n:12][c:13]([CH2:18][N:40]4[CH2:39][CH:38]5[N:37]([C:35]([O:34][C:30]([CH3:31])([CH3:32])[CH3:33])=[O:36])[CH2:42][CH:41]4[CH2:43]5)[n:14]([CH3:17])[c:15]3[n:16]1)[cH:26][cH:27][cH:28][cH:29]2. The reactants are CI, CN(C)C=O, [H-], [Na+], O=C1OC(=O)c2c(O)cccc21. Product: COc1cccc2c1C(=O)OC2=O. RXN SMILES: [CH3:15][I:16].[CH3:17][N:18]([CH3:19])[CH:20]=[O:21].[H-:13].[Na+:14].[OH:1][c:2]1[c:3]2[c:7]([cH:8][cH:9][cH:10]1)[C:6](=[O:11])[O:5][C:4]2=[O:12]>>[O:1]([c:2]1[c:3]2[c:7]([cH:8][cH:9][cH:10]1)[C:6](=[O:11])[O:5][C:4]2=[O:12])[CH3:15]. RXN SMILES: [NH2:1][C:2]1[N:7]=[C:6](Cl)[C:5]([N+:9]([O-:11])=[O:10])=[C:4]([CH3:12])[N:3]=1.[Na].O.C(O)(=O)C.[CH2:19]([OH:26])[C:20]1[CH:25]=[CH:24][CH:23]=[CH:22][CH:21]=1>>[NH2:1][C:2]1[N:7]=[C:6]([O:26][CH2:19][C:20]2[CH:25]=[CH:24][CH:23]=[CH:22][CH:21]=2)[C:5]([N+:9]([O-:11])=[O:10])=[C:4]([CH3:12])[N:3]=1 |^1:12|. Starting materials: C(C)(=O)O (acetic acid), NC1=NC(=C(C(=N1)Cl)[N+](=O)[O-])C (2-Amino-4-chloro-6-methyl-5-nitropyrimidine), [Na] (sodium), C(C1=CC=CC=C1)O (benzyl alcohol), O (water). Reported procedure: 2-Amino-4-chloro-6-methyl-5-nitropyrimidine (Boon et al., J. Chem. Soc., 96-102 (1951)) (1.24 g, 6.58 mmol) was added to a solution of sodium (0.21 g, 9.13 mmol) in benzyl alcohol (14 mL) under argon. The solution was heated in a 135° C. oil bath for 3.5 h, and was poured into water (70 mL) with constant stirring for 10 min. After neutralization with glacial acetic acid, a yellow precipitate formed which was collected by filtration and washed with water. This solid was crystallized from benzene ... Product: NC1=NC(=C(C(=N1)OCC1=CC=CC=C1)[N+](=O)[O-])C (2-Amino-4-benzyloxy-6-methyl-5-nitropyrimidine). Run at temperature 135 celsius, time 10 minute.